From a dataset of the Open Reaction Database (ORD), a public repository of structured organic reaction records. describe an organic reaction: reactants, conditions, products, and yield The reactants are O1C(=CC=C1)P(C=1OC=CC1)C=1OC=CC1 (tri-2-furyl phosphine), ClC=1C=CC2=C(NC(C(=C(C2=O)I)OC)=O)C1 (8-chloro-4-iodo-3-methoxy-2,5-dioxo-2,5-dihydro-1H-benz[b]azepine), C(C#C)(=O)OC (methyl propiolate), C(CCC)[SnH](CCCC)CCCC (tri-n-butyltin hydride), O1C(=CC=C1)P(C=1OC=CC1)C=1OC=CC1 (tri-2-furylphosphine). Reagents/catalysts: C=1C=CC(=CC1)/C=C/C(=O)/C=C/C2=CC=CC=C2.C=1C=CC(=CC1)/C=C/C(=O)/C=C/C2=CC=CC=C2.C=1C=CC(=CC1)/C=C/C(=O)/C=C/C2=CC=CC=C2.[Pd].[Pd] (tris(dibenzylideneacetone)dipalladium), C=1C=CC(=CC1)/C=C/C(=O)/C=C/C2=CC=CC=C2.C=1C=CC(=CC1)/C=C/C(=O)/C=C/C2=CC=CC=C2.C=1C=CC(=CC1)/C=C/C(=O)/C=C/C2=CC=CC=C2.[Pd].[Pd] (tris(dibenzylideneacetone)dipalladium). The solvent is C1(=CC=CC=C1)C (toluene), C1(=CC=CC=C1)C (toluene). Conditions: temperature 103 celsius, time 15 minute. The product is ClC=1C=CC2=C(NC(C(=C(C2=O)/C=C/C(=O)OC)OC)=O)C1 (Methyl(E)-3-(8-chloro-3-methoxy-2,5-dioxo-2,5-dihydro-1H-benzo[b]azepin-4-yl)acrylate). Yield: 16.6%. RXN SMILES: O1C=CC=C1P(C1OC=CC=1)C1OC=CC=1.[C:17]([O:21][CH3:22])(=[O:20])[C:18]#[CH:19].C([SnH](CCCC)CCCC)CCC.[Cl:36][C:37]1[CH:38]=[CH:39][C:40]2[C:46](=[O:47])[C:45](I)=[C:44]([O:49][CH3:50])[C:43](=[O:51])[NH:42][C:41]=2[CH:52]=1>C1(C)C=CC=CC=1.C1C=CC(/C=C/C(/C=C/C2C=CC=CC=2)=O)=CC=1.C1C=CC(/C=C/C(/C=C/C2C=CC=CC=2)=O)=CC=1.C1C=CC(/C=C/C(/C=C/C2C=CC=CC=2)=O)=CC=1.[Pd].[Pd]>[Cl:36][C:37]1[CH:38]=[CH:39][C:40]2[C:46](=[O:47])[C:45](/[CH:19]=[CH:18]/[C:17]([O:21][CH3:22])=[O:20])=[C:44]([O:49][CH3:50])[C:43](=[O:51])[NH:42][C:41]=2[CH:52]=1 |f:5.6.7.8.9|. Procedure: Tris(dibenzylideneacetone)dipalladium (O) (0.12 g) in toluene (45 mL) was treated with tri-2-furyl phosphine (0.12 g) under argon. The solution was stirred for 15 minutes at low temperature and treated with methyl propiolate (1.15 mL, 1.09 g) followed by tri-n-butyltin hydride (3.50 mL, 3.78 g). The solution was stirred for 19 hours and then treated with more tris (dibenzylacetone) dipalladium (O) (0.10 g) and tri-2-furylphosphine (0.10 g). The mixture was stirred for 15 minutes and then treated... The reactants are FC(F)CBr, O=C([O-])[O-], [I-], [K+], [K+], COc1cc(-c2nn(C3CCNCC3)c3ncnc(N)c23)ccc1NC(=O)c1cc2ccccc2n1C, [Na+], CN(C)C=O. Product: COc1cc(-c2nn(C3CCN(CC(F)F)CC3)c3ncnc(N)c23)ccc1NC(=O)c1cc2ccccc2n1C. Reaction SMILES: [Br:38][CH2:39][CH:40]([F:41])[F:42].[C:43](=[O:44])([O-:45])[O-:46].[I-:50].[K+:47].[K+:48].[NH2:1][c:2]1[c:3]2[c:4]([n:5][cH:6][n:7]1)[n:8]([CH:32]1[CH2:33][CH2:34][NH:35][CH2:36][CH2:37]1)[n:9][c:10]2-[c:11]1[cH:12][c:13]([O:30][CH3:31])[c:14]([NH:17][C:18](=[O:19])[c:20]2[n:21]([CH3:29])[c:22]3[cH:23][cH:24][cH:25][cH:26][c:27]3[cH:28]2)[cH:15][cH:16]1.[Na+:49].[O:51]=[CH:52][N:53]([CH3:54])[CH3:55]>>[NH2:1][c:2]1[c:3]2[c:4]([n:5][cH:6][n:7]1)[n:8]([CH:32]1[CH2:33][CH2:34][N:35]([CH2:39][CH:40]([F:41])[F:42])[CH2:36][CH2:37]1)[n:9][c:10]2-[c:11]1[cH:12][c:13]([O:30][CH3:31])[c:14]([NH:17][C:18](=[O:19])[c:20]2[n:21]([CH3:29])[c:22]3[cH:23][cH:24][cH:25][cH:26][c:27]3[cH:28]2)[cH:15][cH:16]1. The reactants are [Br-], CC(C)=O, CS(=O)(=O)OCCOCc1ccc(Cl)cc1, [Li+]. The product is Clc1ccc(COCCBr)cc1. As a reaction SMILES: [Br-:18].[CH3:19][C:20](=[O:21])[CH3:22].[Cl:1][c:2]1[cH:3][cH:4][c:5]([CH2:6][O:7][CH2:8][CH2:9][O:10][S:11]([CH3:12])(=[O:13])=[O:14])[cH:15][cH:16]1.[Li+:17]>>[Cl:1][c:2]1[cH:3][cH:4][c:5]([CH2:6][O:7][CH2:8][CH2:9][Br:18])[cH:15][cH:16]1. Reactants: [Br-], CCC(CC)c1cc(C)nc2c(I)c(C)nn12, C1CCOC1, Cc1ccsc1[Zn+], CCCCCC. The product is CCC(CC)c1cc(C)nc2c(-c3sccc3C)c(C)nn12. RXN SMILES: [Br-:1].[CH2:14]([CH3:15])[CH:16]([CH2:17][CH3:18])[c:19]1[cH:20][c:21]([CH3:30])[n:22][c:23]2[n:24]1[n:25][c:26]([CH3:29])[c:27]2[I:28].[CH2:9]1[O:10][CH2:11][CH2:12][CH2:13]1.[CH3:2][c:3]1[c:4]([Zn+:8])[s:5][cH:6][cH:7]1.[CH3:31][CH2:32][CH2:33][CH2:34][CH2:35][CH3:36]>>[CH3:2][c:3]1[c:4](-[c:27]2[c:23]3[n:22][c:21]([CH3:30])[cH:20][c:19]([CH:16]([CH2:14][CH3:15])[CH2:17][CH3:18])[n:24]3[n:25][c:26]2[CH3:29])[s:5][cH:6][cH:7]1.